This data is from the Open Reaction Database (ORD), a public repository of structured organic reaction records. The task is: describe an organic reaction: reactants, conditions, products, and yield Reactants: CCO, O=[N+]([O-])c1cc(F)ccc1F, CCOC(=O)c1ccsc1N. Product: CCOC(=O)c1ccsc1Nc1ccc(F)cc1[N+](=O)[O-]. As a reaction SMILES: [CH3:23][CH2:24][OH:25].[F:1][c:2]1[c:3]([N+:9](=[O:10])[O-:11])[cH:4][c:5]([F:8])[cH:6][cH:7]1.[NH2:12][c:13]1[s:14][cH:15][cH:16][c:17]1[C:18](=[O:19])[O:20][CH2:21][CH3:22]>>[c:2]1([NH:12][c:13]2[s:14][cH:15][cH:16][c:17]2[C:18](=[O:19])[O:20][CH2:21][CH3:22])[c:3]([N+:9](=[O:10])[O-:11])[cH:4][c:5]([F:8])[cH:6][cH:7]1.